The task is: describe an organic reaction: reactants, conditions, products, and yield. This data is from the Open Reaction Database (ORD), a public repository of structured organic reaction records. Reactants: Nc1ccc(OCC2CCCO2)c([N+](=O)[O-])c1, COCCOC, [Ca+2], O=C(Cl)OCCCl, O=C([O-])[O-]. Product: O=C(Nc1ccc(OCC2CCCO2)c([N+](=O)[O-])c1)OCCCl. As a reaction SMILES: [CH2:8]([CH:9]1[CH2:10][CH2:11][CH2:12][O:13]1)[O:14][c:15]1[c:16]([N+:22](=[O:23])[O-:24])[cH:17][c:18]([NH2:21])[cH:19][cH:20]1.[CH3:30][O:31][CH2:32][CH2:33][O:34][CH3:35].[Ca+2:25].[Cl:1][C:2](=[O:3])[O:4][CH2:5][CH2:6][Cl:7].[O-:26][C:27](=[O:28])[O-:29]>>[C:2](=[O:3])([O:4][CH2:5][CH2:6][Cl:7])[NH:21][c:18]1[cH:17][c:16]([N+:22](=[O:23])[O-:24])[c:15]([O:14][CH2:8][CH:9]2[CH2:10][CH2:11][CH2:12][O:13]2)[cH:20][cH:19]1. The reactants are C1(=CC=CC=C1)CS (α-toluenethiol), [OH-].[Na+] (NaOH), C(C(=C)C)(=O)O (methacrylic acid). Reagents/catalysts: [Cl-].C(C1=CC=CC=C1)[P+](C1=CC=CC=C1)(C1=CC=CC=C1)C1=CC=CC=C1 (benzyl triphenyl phosphonium chloride). Reaction conditions: temperature 82 celsius. Yields the product C(C1=CC=CC=C1)SCC(C(=O)O)C (3-BENZYLTHIO-2-METHYLPROPIONIC ACID). RXN SMILES: [C:1]1([CH2:7][SH:8])[CH:6]=[CH:5][CH:4]=[CH:3][CH:2]=1.[OH-].[Na+].[C:11]([OH:16])(=[O:15])[C:12]([CH3:14])=[CH2:13]>[Cl-].C([P+](C1C=CC=CC=1)(C1C=CC=CC=1)C1C=CC=CC=1)C1C=CC=CC=1>[CH2:7]([S:8][CH2:13][CH:12]([CH3:14])[C:11]([OH:16])=[O:15])[C:1]1[CH:6]=[CH:5][CH:4]=[CH:3][CH:2]=1 |f:1.2,4.5|. Procedure details: To a 25 mL three-necked reaction flask, 3.55 mL (0.03 mole) of α-toluenethiol, 0.58 g (1.5×10-3 mole) of benzyl triphenyl phosphonium chloride and 15 mL (0.03 mole) of 2N NaOH solution were added. The resulting solution was heated to 82° C. with agitation for one hour. Thereafter, 2.3 mL (0.027 mole) of methacrylic acid was added dropwise over a 30 minute period to the preheated mixture, and the reaction mixture was heated to 125° C. and maintained under reflux for 18 hours.